This data is from the Open Reaction Database (ORD), a public repository of structured organic reaction records. The task is: describe an organic reaction: reactants, conditions, products, and yield Reactants: C(C)(C)(C)OC(NC1=C(C=C(C(=C1)C)Cl)N)=O ((2-amino-4-chloro-5-methyl-phenyl)-carbamic acid tert-butyl ester), C(C)(C)(C)OC(CC(C1=CC(=CC=C1)C1=NC=CN=C1)=O)=O (3-oxo-3-(3-pyrazin-2-yl-phenyl)-propionic acid tert-butyl ester). Yields the product C(C)(C)(C)OC(NC1=C(C=C(C(=C1)C)Cl)NC(CC(C1=CC(=CC=C1)C1=NC=CN=C1)=O)=O)=O ({4-Chloro-5-methyl-2-[3-oxo-3-(3-pyrazin-2-yl-phenyl)-propionylamino]-phenyl}-carbamic acid tert-butyl ester), foam. The yield is 67.0%. As a reaction SMILES: [C:1]([O:5][C:6](=[O:17])[NH:7][C:8]1[CH:13]=[C:12]([CH3:14])[C:11]([Cl:15])=[CH:10][C:9]=1[NH2:16])([CH3:4])([CH3:3])[CH3:2].C([O:22][C:23](=O)[CH2:24][C:25](=[O:38])[C:26]1[CH:31]=[CH:30][CH:29]=[C:28]([C:32]2[CH:37]=[N:36][CH:35]=[CH:34][N:33]=2)[CH:27]=1)(C)(C)C>>[C:1]([O:5][C:6](=[O:17])[NH:7][C:8]1[CH:13]=[C:12]([CH3:14])[C:11]([Cl:15])=[CH:10][C:9]=1[NH:16][C:23](=[O:22])[CH2:24][C:25](=[O:38])[C:26]1[CH:31]=[CH:30][CH:29]=[C:28]([C:32]2[CH:37]=[N:36][CH:35]=[CH:34][N:33]=2)[CH:27]=1)([CH3:4])([CH3:2])[CH3:3]. Procedure details: The title compound was prepared from (2-amino-4-chloro-5-methyl-phenyl)-carbamic acid tert-butyl ester (Example J22) (257 mg, 1.0 mmol) and 3-oxo-3-(3-pyrazin-2-yl-phenyl)-propionic acid tert-butyl ester (Example K14) (298 mg, 1.0 mmol) according to the general procedure M. Obtained as a white foam (320 mg, 67%). Reactants: C(CCCC)(=O)NC=1C=C(C(=O)OC)C=CC1 (methyl 3-valerylaminobenzoate), [N+](=O)(O)[O-] (nitric acid), ice water. Reagents/catalysts: S(O)(O)(=O)=O (sulfuric acid). The solvent is C(C)(=O)OC(C)=O (acetic anhydride). Yields the product [N+](=O)([O-])C1=C(C=C(C(=O)OC)C=C1)NC(CCCC)=O (Methyl 4-nitro-3-valerylaminobenzoate). Yield: 36.0%. As a reaction SMILES: [C:1]([NH:7][C:8]1[CH:9]=[C:10]([CH:15]=[CH:16][CH:17]=1)[C:11]([O:13][CH3:14])=[O:12])(=[O:6])[CH2:2][CH2:3][CH2:4][CH3:5].[N+:18]([O-])([OH:20])=[O:19]>C(OC(=O)C)(=O)C.S(=O)(=O)(O)O>[N+:18]([C:17]1[CH:16]=[CH:15][C:10]([C:11]([O:13][CH3:14])=[O:12])=[CH:9][C:8]=1[NH:7][C:1](=[O:6])[CH2:2][CH2:3][CH2:4][CH3:5])([O-:20])=[O:19]. Procedure: To a solution of methyl 3-valerylaminobenzoate (2.3 g) in acetic anhydride (12 ml) was added dropwise fuming nitric acid (1.4 ml) while stirring under ice-cooling. To the mixture was added one drop of conc. sulfuric acid and the mixture was stirred for two hours. To the reaction mixture was added ice-water and it was extracted with ethyl acetate. The organic layer was washed with an aqueous solution of sodium bicarbonate and water and then dried. The solvent was evaporated to dryness, and the re... Starting materials: O=C([O-])[O-], NOCc1ccccc1, CCO, O=Cc1ccccc1, Cl, [K+], [K+], O. Yields the product C(=NOCc1ccccc1)c1ccccc1. Reaction SMILES: [C:4](=[O:5])([O-:6])[O-:7].[CH2:11]([c:12]1[cH:13][cH:14][cH:15][cH:16][cH:17]1)[O:18][NH2:19].[CH3:1][CH2:2][OH:3].[CH:20](=[O:21])[c:22]1[cH:23][cH:24][cH:25][cH:26][cH:27]1.[ClH:10].[K+:8].[K+:9].[OH2:28]>>[CH2:11]([c:12]1[cH:13][cH:14][cH:15][cH:16][cH:17]1)[O:18][N:19]=[CH:20][c:22]1[cH:23][cH:24][cH:25][cH:26][cH:27]1. Reactants: CN(N)C(C1=CC=CC=C1)=[Se] (N-methylbenzoselenohydrazide), CNN=C(C(=O)O)C(=O)O (2-(2-methylhydrazono)malonic acid), C(CCl)Cl (EDC). Run in C(Cl)Cl (CH2Cl2), C(Cl)Cl (CH2Cl2). Conditions: time 1 hour. The product is CN(NC(C(C(=O)NN(C(=[Se])C1=CC=CC=C1)C)=NNC)=O)C(=[Se])C1=CC=CC=C1 (N′1,N′3-dimethyl-2-(2-methylhydrazono)-N′1,N′3-di(phenylcarbonoselenoyl)malonohydrazide). Yield: 61.5%. RXN SMILES: [CH3:1][N:2]([C:4](=[Se:11])[C:5]1[CH:10]=[CH:9][CH:8]=[CH:7][CH:6]=1)[NH2:3].[CH3:12][NH:13][N:14]=[C:15]([C:19]([OH:21])=O)[C:16](O)=[O:17].[CH2:22](Cl)[CH2:23]Cl>C(Cl)Cl>[CH3:1][N:2]([C:4]([C:23]1[CH:22]=[CH:7][CH:6]=[CH:5][CH:10]=1)=[Se:11])[NH:3][C:16](=[O:17])[C:15](=[N:14][NH:13][CH3:12])[C:19]([NH:3][N:2]([CH3:1])[C:4]([C:5]1[CH:6]=[CH:7][CH:8]=[CH:9][CH:10]=1)=[Se:11])=[O:21]. Procedure: To a solution of N-methylbenzoselenohydrazide, (430 mg, 2.0 mmol) and 2-(2-methylhydrazono)malonic acid (146 mg, 1.0 mmol) in CH2Cl2 (10 mL), was added EDC (480 mg, 2.5 mmol). The mixture was stirred for 1 h at RT. The reaction mixture was diluted with CH2Cl2 (25 mL) and washed with water and brine. The organic layer was dried over MgSO4 and filtered. After removal of the solvent, the product was purified by chromatography column on silica gel (1:1 Hexane:EtOAc and EtOAc) and to give N′1,N′3-dim... Reactants: Cl (HCl), C(C1=CC=CC=C1)ON1C(C(=C1)CCCCC)=O (1-benzyloxy-3-pentylazetin-2-one), O (water), LiOH monohydrate. Solvent: C1CCOC1.O.CO (THF H2O MeOH). Run at time 8 hour. Product: C(C1=CC=CC=C1)ONCC(C(=O)O)CCCCC (2-(Benzyloxyamino-methyl)heptanoic acid). Isolated yield 82.0%. RXN SMILES: [CH2:1]([O:8][N:9]1[CH:12]=[C:11]([CH2:13][CH2:14][CH2:15][CH2:16][CH3:17])[C:10]1=[O:18])[C:2]1[CH:7]=[CH:6][CH:5]=[CH:4][CH:3]=1.[OH2:19].Cl>C1COCC1.O.CO>[CH2:1]([O:8][NH:9][CH2:12][CH:11]([CH2:13][CH2:14][CH2:15][CH2:16][CH3:17])[C:10]([OH:18])=[O:19])[C:2]1[CH:7]=[CH:6][CH:5]=[CH:4][CH:3]=1 |f:3.4.5|. Procedure details: To 1-benzyloxy-3-pentylazetin-2-one (1.82 g, 7.37 mmol) in a mixture of THF—H2O-MeOH (100 mL, 3:1:1 v/v) was added LiOH monohydrate (3.60 g, 73.68 mmol). After stirring at room temperature overnight, water (50 mL) was added to the mixture. The solution was acidified to pH 6 with 3N HCl and extracted with EtOAc (100 mL×2). The combined organic layers were dried over MgSO4, and evaporated under vacuum to yield the title compound (1.60 g, 82%). 1H NMR (400 MHz, CHCl3) δ 9.80 (br s, 1H), 7.37 (m, 5H... Procedure: Water (1.0 mL), methanesulfonic acid (0.029 mL), and activated carbon (0.020 g) were added to a solution mixture of the obtained 2-(2-hydroxy-5-(2-(4-methylpiperazin-1-yl)ethoxy)benzamido)-4-phenylbenzoic acid (0.10 g) in tetrahydrofuran (2.0 mL) and ethanol (1.0 mL), followed by stirring at room temperature for 30 minutes. The insoluble substance was removed by filtration, and then the solvent was evaporated under reduced pressure. Acetone was added to the obtained residue, and the solid substa... RXN SMILES: O.[CH3:2][S:3]([OH:6])(=[O:5])=[O:4].[OH:7][C:8]1[CH:31]=[CH:30][C:29]([O:32][CH2:33][CH2:34][N:35]2[CH2:40][CH2:39][N:38]([CH3:41])[CH2:37][CH2:36]2)=[CH:28][C:9]=1[C:10]([NH:12][C:13]1[CH:21]=[C:20]([C:22]2[CH:27]=[CH:26][CH:25]=[CH:24][CH:23]=2)[CH:19]=[CH:18][C:14]=1[C:15]([OH:17])=[O:16])=[O:11]>O1CCCC1.C(O)C>[CH3:2][S:3]([OH:6])(=[O:5])=[O:4].[CH3:2][S:3]([OH:6])(=[O:5])=[O:4].[OH:7][C:8]1[CH:31]=[CH:30][C:29]([O:32][CH2:33][CH2:34][N:35]2[CH2:40][CH2:39][N:38]([CH3:41])[CH2:37][CH2:36]2)=[CH:28][C:9]=1[C:10]([NH:12][C:13]1[CH:21]=[C:20]([C:22]2[CH:23]=[CH:24][CH:25]=[CH:26][CH:27]=2)[CH:19]=[CH:18][C:14]=1[C:15]([OH:17])=[O:16])=[O:11] |f:5.6.7|. The solvent is O1CCCC1 (tetrahydrofuran), C(C)O (ethanol). Reaction conditions: time 30 minute. Yields the product CS(=O)(=O)O.CS(=O)(=O)O.OC1=C(C(=O)NC2=C(C(=O)O)C=CC(=C2)C2=CC=CC=C2)C=C(C=C1)OCCN1CCN(CC1)C (2-(2-hydroxy-5-(2-(4-methylpiperazin-1-yl)ethoxy)benzamido)-4-phenylbenzoic acid dimethanesulfonate). The reactants are O (Water), CS(=O)(=O)O (methanesulfonic acid), OC1=C(C(=O)NC2=C(C(=O)O)C=CC(=C2)C2=CC=CC=C2)C=C(C=C1)OCCN1CCN(CC1)C (2-(2-hydroxy-5-(2-(4-methylpiperazin-1-yl)ethoxy)benzamido)-4-phenylbenzoic acid). Reactants: CC(=O)OC(C)=O, O=C(O)C1CCC(C(=O)O)CC1. Yields the product O=C1OC(=O)C2CCC1CC2. As a reaction SMILES: [CH3:13][C:14]([O:15][C:16](=[O:17])[CH3:18])=[O:19].[CH:1]1([C:10](=[O:11])[OH:12])[CH2:2][CH2:3][CH:4]([C:7](=[O:8])[OH:9])[CH2:5][CH2:6]1>>[CH:1]12[CH2:2][CH2:3][CH:4]([CH2:5][CH2:6]1)[C:7](=[O:9])[O:12][C:10]2=[O:11].